Dataset: the Open Reaction Database (ORD), a public repository of structured organic reaction records. Task: describe an organic reaction: reactants, conditions, products, and yield Reactants: COC([C@@H](NC(=O)OC(C)(C)C)CC1=CC=CC=C1)=O (N-(t-butyloxycarbonyl)phenylalanine methyl ester), [H-].C(C(C)C)[Al+]CC(C)C (diisobutylaluminum hydride), C(=C)[Mg]Br (vinylmagnesium bromide). Run in C1(=CC=CC=C1)C (toluene), C1(=CC=CC=C1)C (toluene). Reaction conditions: temperature 0 celsius, time 5 minute. The product is C(C)(C)(C)OC(=O)N[C@H]([C@H](C=C)O)CC1=CC=CC=C1 ((3S,4S)-4-(t-Butyloxycarbonylamino)-3-hydroxy-5-phenyl-1-pentene), C(C)(C)(C)OC(=O)N[C@H]([C@@H](C=C)O)CC1=CC=CC=C1 ((3R,4S)-4-(t-butyloxycarbonylamino)-3-hydroxy-5-phenyl-1-pentene). Yield: 9.0%. RXN SMILES: CO[C:3](=[O:20])[C@H:4]([CH2:13][C:14]1[CH:19]=[CH:18][CH:17]=[CH:16][CH:15]=1)[NH:5][C:6]([O:8][C:9]([CH3:12])([CH3:11])[CH3:10])=[O:7].[H-].[CH2:22]([Al+]CC(C)C)[CH:23](C)C.[CH:31]([Mg]Br)=[CH2:32]>C1(C)C=CC=CC=1>[C:9]([O:8][C:6]([NH:5][C@@H:4]([CH2:13][C:14]1[CH:15]=[CH:16][CH:17]=[CH:18][CH:19]=1)[C@@H:3]([OH:20])[CH:22]=[CH2:23])=[O:7])([CH3:10])([CH3:11])[CH3:12].[C:9]([O:8][C:6]([NH:5][C@@H:4]([CH2:13][C:14]1[CH:15]=[CH:16][CH:17]=[CH:18][CH:19]=1)[C@H:3]([OH:20])[CH:31]=[CH2:32])=[O:7])([CH3:10])([CH3:11])[CH3:12] |f:1.2|. Procedure: A solution of 10.25 g (36.7 mmol) Of N-(t-butyloxycarbonyl)phenylalanine methyl ester in 60 ml of toluene was cooled to -78° C. under inert atmosphere and treated dropwise over a period of 45 min with 35 ml (52.5 mmol) of diisobutylaluminum hydride in toluene. The resulting solution was stirred for 5 min, treated with 200 ml (200 mmol) of vinylmagnesium bromide, and allowed to warm to 0° C. for 16 h. The solution was subsequently quenched cautiously with methanol, treated with aqueous Rochelle s...